Dataset: the Open Reaction Database (ORD), a public repository of structured organic reaction records. Task: describe an organic reaction: reactants, conditions, products, and yield The reactants are CC(C)CCON=O, CC#N, Nc1ccc(F)c(F)c1, O, c1ccc(SSc2ccccc2)cc1, Fc1ccc(Sc2ccccc2)cc1F. The product is O=S(=O)(c1ccccc1)c1ccc(F)c(F)c1. As a reaction SMILES: [CH3:24][CH:25]([CH2:26][CH2:27][O:29][N:28]=[O:30])[CH3:31].[CH3:48][C:49]#[N:50].[F:1][c:2]1[cH:3][c:4]([NH2:9])[cH:5][cH:6][c:7]1[F:8].[OH2:47].[c:10]1([S:11][S:12][c:13]2[cH:14][cH:15][cH:16][cH:17][cH:18]2)[cH:19][cH:20][cH:21][cH:22][cH:23]1.[c:32]1([S:38][c:39]2[cH:40][c:41]([F:46])[c:42]([F:45])[cH:43][cH:44]2)[cH:33][cH:34][cH:35][cH:36][cH:37]1>>[O:29]=[S:38]([c:32]1[cH:33][cH:34][cH:35][cH:36][cH:37]1)([c:39]1[cH:40][c:41]([F:46])[c:42]([F:45])[cH:43][cH:44]1)=[O:47]. Starting materials: O (H2O), HgSO4, O1C(CC#C)(C1)C1=CC=CC=C1 (4,5-epoxy-4-phenyl-1-pentyne). Run in HgSO4, C(C)O (ethanol). Reaction conditions: temperature 23 celsius. The product is CC=1OC=C(C1)C1=CC=CC=C1 (2-methyl-4-phenylfuran). Yield: 75.9%. Reaction SMILES: [O:1]1[CH2:6][C:2]1([C:7]1[CH:12]=[CH:11][CH:10]=[CH:9][CH:8]=1)[CH2:3][C:4]#[CH:5].O>C(O)C>[CH3:5][C:4]1[O:1][CH:6]=[C:2]([C:7]2[CH:12]=[CH:11][CH:10]=[CH:9][CH:8]=2)[CH:3]=1. Reported procedure: To a solution of 0.5 g HgSO4 in 30 mL of 2N HgSO4 was added 4.74 g (30 mmol) of 4,5-epoxy-4-phenyl-1-pentyne in 30 mL of absolute ethanol over a 5 minute period. The reaction mixture was refluxed for 0.25 hour and cooled to 23° C. After addition to 150 mL of H2O the mixture was extracted with hexanes three times. The combined organic layers were dried (MgSO4) and concentrated under reduced pressure. Sublimination (90° C. at 15 mmHg) of the solid gave 3.6 g (76%) of 2-methyl-4-phenylfuran as a so... Starting materials: CCN=C=NCCCN(C)C, CC#N, CCOC(C)=O, Cl, CN(c1cccc2c(F)c(C3=NCC(CC(=O)O)S3)[nH]c12)S(=O)(=O)c1cccs1, N, C1CCOC1, O, On1nnc2ccccc21. Product: CN(c1cccc2c(F)c(C3=NCC(CC(N)=O)S3)[nH]c12)S(=O)(=O)c1cccs1. RXN SMILES: [CH2:31]([N:33]=[C:32]=[N:34][CH2:35][CH2:36][CH2:37][N:38]([CH3:39])[CH3:40])[CH3:41].[CH3:59][C:60]#[N:61].[CH3:62][CH2:63][O:64][C:65](=[O:66])[CH3:67].[ClH:30].[F:1][c:2]1[c:3]([C:21]2=[N:25][CH2:24][CH:23]([CH2:26][C:27](=[O:28])[OH:29])[S:22]2)[nH:4][c:5]2[c:6]([N:11]([S:12](=[O:13])(=[O:14])[c:15]3[s:16][cH:17][cH:18][cH:19]3)[CH3:20])[cH:7][cH:8][cH:9][c:10]12.[NH3:53].[O:54]1[CH2:55][CH2:56][CH2:57][CH2:58]1.[OH2:42].[OH:43][n:44]1[c:45]2[cH:46][cH:47][cH:48][cH:49][c:50]2[n:51][n:52]1>>[F:1][c:2]1[c:3]([C:21]2=[N:25][CH2:24][CH:23]([CH2:26][C:27](=[O:29])[NH2:33])[S:22]2)[nH:4][c:5]2[c:6]([N:11]([S:12](=[O:13])(=[O:14])[c:15]3[s:16][cH:17][cH:18][cH:19]3)[CH3:20])[cH:7][cH:8][cH:9][c:10]12. The reactants are SC1=NC2=C(N1)C=CC=C2 (2-mercapto-1H-benzimidazole), Cl.ClCC1=NC=CC(=C1C)SCCC1=C(N=CS1)C (2-chloromethyl-3-methyl-4-[2-(4-methyl-5-thiazolyl)ethylthio]pyridine hydrochloride). Product: CC=1C(=NC=CC1SCCC1=C(N=CS1)C)CSC1=NC2=C(N1)C=CC=C2 (2-{[[3-Methyl-4-[2-(4-methyl-5-thiazolyl)-ethylthio]-2-pyridinyl]methyl]thio}-1H-benzimidazole). RXN SMILES: [SH:1][C:2]1[NH:6][C:5]2[CH:7]=[CH:8][CH:9]=[CH:10][C:4]=2[N:3]=1.Cl.Cl[CH2:13][C:14]1[C:19]([CH3:20])=[C:18]([S:21][CH2:22][CH2:23][C:24]2[S:28][CH:27]=[N:26][C:25]=2[CH3:29])[CH:17]=[CH:16][N:15]=1>>[CH3:20][C:19]1[C:14]([CH2:13][S:1][C:2]2[NH:6][C:5]3[CH:7]=[CH:8][CH:9]=[CH:10][C:4]=3[N:3]=2)=[N:15][CH:16]=[CH:17][C:18]=1[S:21][CH2:22][CH2:23][C:24]1[S:28][CH:27]=[N:26][C:25]=1[CH3:29] |f:1.2|. Procedure: Following the procedure described in Example 1, the reaction of 2-mercapto-1H-benzimidazole with 2-chloromethyl-3-methyl-4-[2-(4-methyl-5-thiazolyl)ethylthio]pyridine hydrochloride gives the title compound as a colorless solid of m.p. 150°-152° C. following crystallization from dichloromethane/diisopropyl ether. Starting materials: NC1=NC(=C(C(=N1)SC)C#N)C1=CC(=C(C(=C1)OC)OC)OC (2-amino-4-methylsulfanyl-6-(3,4,5-trimethoxy-phenyl)-pyrimidine-5-carbonitrile), CC([O-])C.[Na+] (sodium isopropoxide). Solvent: C(C)(C)O (isopropanol). Product: NC1=NC(=C(C(=N1)OC(C)C)C#N)C1=CC(=C(C(=C1)OC)OC)OC (2-Amino-4-isopropoxy-6-(3,4,5-trimethoxy-phenyl)-pyrimidine-5-carbonitrile). RXN SMILES: [NH2:1][C:2]1[N:7]=[C:6](SC)[C:5]([C:10]#[N:11])=[C:4]([C:12]2[CH:17]=[C:16]([O:18][CH3:19])[C:15]([O:20][CH3:21])=[C:14]([O:22][CH3:23])[CH:13]=2)[N:3]=1.[CH3:24][CH:25]([CH3:27])[O-:26].[Na+]>C(O)(C)C>[NH2:1][C:2]1[N:7]=[C:6]([O:26][CH:25]([CH3:27])[CH3:24])[C:5]([C:10]#[N:11])=[C:4]([C:12]2[CH:17]=[C:16]([O:18][CH3:19])[C:15]([O:20][CH3:21])=[C:14]([O:22][CH3:23])[CH:13]=2)[N:3]=1 |f:1.2|. Procedure: From 2-amino-4-methylsulfanyl-6-(3,4,5-trimethoxy-phenyl)-pyrimidine-5-carbonitrile and sodium isopropoxide in isopropanol. ES-MS m/e (%): 367 (M+Na+, 20), 345 (M+H+, 78), 303 ([M+H—C3H6]+, 100). Reactants: BrCCCl (1-bromo-2-chloroethane), Cl (hydrochloric acid), C(C)(C)NC(C)C (diisopropylamine), C(C(C)C)(=O)OC (methyl isobutyrate), C(CCC)[Li] (n-butyl lithium). Solvent: O (water), O1CCCC1 (tetrahydrofuran). Run at temperature -70 celsius, time 20 minute. Product: ClCCC(C(=O)OC)(C)C (methyl 4-chloro-2,2-dimethylbutanoate). The yield is 75.8%. As a reaction SMILES: C(NC(C)C)(C)C.C([Li])CCC.[C:13]([O:18][CH3:19])(=[O:17])[CH:14]([CH3:16])[CH3:15].Br[CH2:21][CH2:22][Cl:23].Cl>O.O1CCCC1>[Cl:23][CH2:22][CH2:21][C:14]([CH3:16])([CH3:15])[C:13]([O:18][CH3:19])=[O:17]. Procedure details: The reaction vessel was dried and, under an argon atmosphere, 75.9 grams (0.75 mole) of diisopropylamine and 450 ml of tetrahydrofuran was added. The stirred solution was cooled to -70° C. and 48.0 grams (0.75 mole-484 ml of 1.5 molar in hexane) of n-butyl lithium was added. Upon completion of addition the reaction mixture stirred for 20 minutes and, at -70° C., 68.9 grams (0.675 mole) of methyl isobutyrate was added dropwise. Upon completion of addition the reaction mixture stirred for an addit... Starting materials: COC(=O)c1ccc(Oc2ccc(CC(=O)OC(C)(C)C)cc2CN(C)S(C)(=O)=O)cc1, ClCCl, Cl, C1COCCO1, O. Product: CN(Cc1cc(CC(=O)OC(C)(C)C)ccc1Oc1ccc(C(=O)O)cc1)S(C)(=O)=O. Reaction SMILES: [C:1]([CH3:2])([CH3:3])([CH3:4])[O:5][C:6]([CH2:7][c:8]1[cH:9][c:10]([CH2:25][N:26]([S:27](=[O:28])(=[O:29])[CH3:30])[CH3:31])[c:11]([O:12][c:13]2[cH:14][cH:15][c:16]([C:17](=[O:18])[O:19][CH3:20])[cH:21][cH:22]2)[cH:23][cH:24]1)=[O:32].[Cl:40][CH2:41][Cl:42].[ClH:43].[O:33]1[CH2:34][CH2:35][O:36][CH2:37][CH2:38]1.[OH2:39]>>[C:1]([CH3:2])([CH3:3])([CH3:4])[O:5][C:6]([CH2:7][c:8]1[cH:9][c:10]([CH2:25][N:26]([S:27](=[O:28])(=[O:29])[CH3:30])[CH3:31])[c:11]([O:12][c:13]2[cH:14][cH:15][c:16]([C:17](=[O:18])[OH:19])[cH:21][cH:22]2)[cH:23][cH:24]1)=[O:32]. The reactants are CON=C(C(=O)OC)C1=C(C=CC=C1)CBr (methyl 2-bromomethylphenylglyoxylate O-methyloxime), C[O-].[Na+] (sodium methanolate), CON=CC1=C(C=CC=C1)O (2-hydroxybenzaldehyde O-methyloxime). Run in CN(C=O)C (dimethylformamide), CO (methanol), C(C)(=O)OCC (ethyl acetate). Conditions: temperature 100 celsius, time 5 hour. The product is CON=C(C(=O)OC)C1=C(C=CC=C1)COC1=C(C=CC=C1)C=NOC (Methyl 2-(2-methoxyiminomethylphenoxymethyl)phenylglyoxylate O-methyloxime). RXN SMILES: [CH3:1][O:2][N:3]=[CH:4][C:5]1[CH:10]=[CH:9][CH:8]=[CH:7][C:6]=1[OH:11].C[O-].[Na+].[CH3:15][O:16][N:17]=[C:18]([C:23]1[CH:28]=[CH:27][CH:26]=[CH:25][C:24]=1[CH2:29]Br)[C:19]([O:21][CH3:22])=[O:20]>CO.CN(C)C=O.C(OCC)(=O)C>[CH3:15][O:16][N:17]=[C:18]([C:23]1[CH:28]=[CH:27][CH:26]=[CH:25][C:24]=1[CH2:29][O:11][C:6]1[CH:7]=[CH:8][CH:9]=[CH:10][C:5]=1[CH:4]=[N:3][O:2][CH3:1])[C:19]([O:21][CH3:22])=[O:20] |f:1.2|. Reported procedure: 3.0 g (20 mmol) of 2-hydroxybenzaldehyde O-methyloxime are dissolved in 20 ml of methanol, and 3.6 g (20 mmol) of sodium methanolate (30% strength in methanol) are added. The mixture is refluxed for four hours and then concentrated. The residue is taken up in 100 ml of dimethylformamide, and 6.5 g (23 mmol) of methyl 2-bromomethylphenylglyoxylate O-methyloxime in 50 ml of dimethylformamide are added. The mixture is stirred at 100° C. for 5 hours, the solvent is stripped off, and the residue is t... The reactants are COC(=O)NC(=S)NC1=C(C=CC=C1)N (1-methoxycarbonyl-3-(2-aminophenyl)thiourea), C1(\C=C/C(=O)O1)=O (maleic anhydride). Solvent: C(C)O (ethanol). Run at time 1 hour. Yields the product COC(=O)NC(=S)NC1=C(C=CC=C1)NC(C=CC(=O)O)=O (1-methoxycarbonyl-3-[2-(3-carboxyacrylamido)phenyl]thiourea). Yield: 28.4%. Reaction SMILES: [CH3:1][O:2][C:3]([NH:5][C:6]([NH:8][C:9]1[CH:14]=[CH:13][CH:12]=[CH:11][C:10]=1[NH2:15])=[S:7])=[O:4].[C:16]1(=[O:22])[O:21][C:19](=[O:20])[CH:18]=[CH:17]1>C(O)C>[CH3:1][O:2][C:3]([NH:5][C:6]([NH:8][C:9]1[CH:14]=[CH:13][CH:12]=[CH:11][C:10]=1[NH:15][C:16](=[O:22])[CH:17]=[CH:18][C:19]([OH:21])=[O:20])=[S:7])=[O:4]. Reported procedure: A mixture of 1-methoxycarbonyl-3-(2-aminophenyl)thiourea (10.9 g., 0.048 mole), maleic anhydride (4.7 g; 0.048 mole) and ethanol (200 ml) was boiled under reflux with stirring for one hour. The clear solution was allowed to cool and the crystals which deposited were filtered off. These were recrystallised once from ethanol and once from a mixture of acetone and petroleum spirit (b.p. 60°-80° C.) to give 1-methoxycarbonyl-3-[2-(3-carboxyacrylamido)phenyl]thiourea (4.4 g) m.p. 170°-173° C. (with d... The reactants are C1(=CC=CC=C1)CCN1CCC(CC1)(C(=O)OCC)C (1-(2-phenylethyl)-4-methyl-4-carboethoxypiperidine), [OH-].[Na+] (sodium hydroxide), [H-].[Al+3].[Li+].[H-].[H-].[H-] (lithium aluminum hydride), O (water), O (water). Run in C1CCOC1 (THF), C1CCOC1 (THF). Yields the product C1(=CC=CC=C1)CCN1CCC(CC1)(CO)C (1-(2-phenylethyl)-4-methyl-4-hydroxymethyl-piperidine). Isolated yield 95.0%. Reaction SMILES: [H-].[Al+3].[Li+].[H-].[H-].[H-].[C:7]1([CH2:13][CH2:14][N:15]2[CH2:20][CH2:19][C:18]([CH3:26])([C:21](OCC)=[O:22])[CH2:17][CH2:16]2)[CH:12]=[CH:11][CH:10]=[CH:9][CH:8]=1.O.[OH-].[Na+]>C1COCC1>[C:7]1([CH2:13][CH2:14][N:15]2[CH2:20][CH2:19][C:18]([CH3:26])([CH2:21][OH:22])[CH2:17][CH2:16]2)[CH:8]=[CH:9][CH:10]=[CH:11][CH:12]=1 |f:0.1.2.3.4.5,8.9|. Procedure details: To a suspension of 0.51 g (13.4 mmol) of lithium aluminum hydride in 20 mL of THF under nitrogen was added dropwise a solution of 3.70 g (13.4 mmol) of 1-(2-phenylethyl)-4-methyl-4-carboethoxypiperidine in 15 mL of THF. The solution was heated at reflux for 3 hours. To the cooled reaction mixture (ice bath) was slowly added 0.5 mL of water, followed by 0.5 mL of 15% sodium hydroxide followed by 1.5 mL of water. The precipitated lithium salts were removed by filtration. The filtrate was evaporate...